Dataset: the Open Reaction Database (ORD), a public repository of structured organic reaction records. Task: describe an organic reaction: reactants, conditions, products, and yield Starting materials: BrCC1SC2=C(OC3=C1C=CC=C3)C=CC=C2 (11-bromomethyl-11H-dibenz[b,f][1,4]oxathiepine), C(=O)(O)C(O)C(O)C(=O)O.C(C)OC(=O)[C@H]1CNCCC1 ((R)-3-piperidinecarboxylic acid ethyl ester tartrate), C(Cl)(Cl)Cl (chloroform). The solvent is C1=CC=CC=C1 (benzene). Yields the product C(C)OC(=O)[C@H]1CN(CCC1)CC1SC2=C(OC3=C1C=CC=C3)C=CC=C2 ((R)-1-(11H-dibenz[b,f][1,4]oxathiepin-11-ylmethyl)-3-piperidinecarboxylic acid ethyl ester). The yield is 53.0%. RXN SMILES: Br[CH2:2][CH:3]1[C:9]2[CH:10]=[CH:11][CH:12]=[CH:13][C:8]=2[O:7][C:6]2[CH:14]=[CH:15][CH:16]=[CH:17][C:5]=2[S:4]1.C(C(C(C(O)=O)O)O)(O)=O.[CH2:28]([O:30][C:31]([C@@H:33]1[CH2:38][CH2:37][CH2:36][NH:35][CH2:34]1)=[O:32])[CH3:29].C(Cl)(Cl)Cl>C1C=CC=CC=1>[CH2:28]([O:30][C:31]([C@@H:33]1[CH2:38][CH2:37][CH2:36][N:35]([CH2:2][CH:3]2[C:9]3[CH:10]=[CH:11][CH:12]=[CH:13][C:8]=3[O:7][C:6]3[CH:14]=[CH:15][CH:16]=[CH:17][C:5]=3[S:4]2)[CH2:34]1)=[O:32])[CH3:29] |f:1.2|. Procedure details: A mixture of 11-bromomethyl-11H-dibenz[b,f][1,4]oxathiepine (6.15 g, 20 mmol, prepared similarly as described in Coll. Czech. Chem. Commun. 50, 1484, 1985), (R)-3-piperidinecarboxylic acid ethyl ester tartrate (4.7 g, 30 mmol) and chloroform (10 ml) was warmed to achieve dissolution. The solution was then allowed to stand for 1 week at room temperature, and was subsequently heated at reflux temperature for 7 h. After cooling, the mixture was diluted with benzene and washed with 5% ammonia. The o...